This data is from the Open Reaction Database (ORD), a public repository of structured organic reaction records. The task is: describe an organic reaction: reactants, conditions, products, and yield Product: CNC1=CC=C(C=C1)N1N=C2C(=CNC=3C=CC=CC23)C1=O (2-(p-methylaminophenyl)-pyrazolo[4,3-c]quinolin-3(5H)-one). Reaction SMILES: [NH2:1][C:2]1[CH:7]=[CH:6][C:5]([N:8]2[C:20](=[O:21])[C:11]3=[CH:12][NH:13][C:14]4[CH:15]=[CH:16][CH:17]=[CH:18][C:19]=4[C:10]3=[N:9]2)=[CH:4][CH:3]=1.C=O.[C:24]([BH3-])#N.[Na+].C(#N)C>O.[OH-].[Na+].C(O)(=O)C>[CH3:24][NH:1][C:2]1[CH:7]=[CH:6][C:5]([N:8]2[C:20](=[O:21])[C:11]3=[CH:12][NH:13][C:14]4[CH:15]=[CH:16][CH:17]=[CH:18][C:19]=4[C:10]3=[N:9]2)=[CH:4][CH:3]=1 |f:2.3,6.7|. Run in [OH-].[Na+] (sodium hydroxide), O (water), C(C)(=O)O (acetic acid). Reactants: NC1=CC=C(C=C1)N1N=C2C(=CNC=3C=CC=CC23)C1=O (2-(p-aminophenyl)-pyrazolo-[4,3-c]quinolin-3(5H)-one), C=O (formaldehyde), C(#N)[BH3-].[Na+] (sodium cyanoborohydride), C(C)#N (acetonitrile). Reported procedure: To the mixture of 1.4 g of 2-(p-aminophenyl)-pyrazolo-[4,3-c]quinolin-3(5H)-one, 4.1 ml of 37% aqueous formaldehyde, 1.0 g of sodium cyanoborohydride and 20 ml of acetonitrile, 0.6 g of glacial acetic acid are added while stirring. Stirring is continued overnight at room temperature and the mixture diluted with water. The precipitate formed is dissolved in diluted sodium hydroxide, the aqueous solution washed with diethyl ether and its pH adjusted to 8.5 by addition of aqueous ammonium chloride.... Conditions: time 8 hour.